This data is from the Open Reaction Database (ORD), a public repository of structured organic reaction records. The task is: describe an organic reaction: reactants, conditions, products, and yield Starting materials: ClC=1C=C(C=CC1OC)NC1=NC(=NC(=N1)Cl)Cl ((3-Chloro-4-methoxy-phenyl)-(4,6-dichloro-[1,3,5]triazin-2-yl)-amine), C1(CCCCCC1)N (cycloheptylamine), [OH-].[Na+] (NaOH), N1=C(Cl)N=C(Cl)N=C1Cl (cyanuric chloride), ClC=1C=C(N)C=CC1OC (3-chloro-4-methoxyaniline). Run in CC(=O)C (acetone). The product is ClC1=NC(=NC(=N1)NC1=CC(=C(C=C1)OC)Cl)NC1CCCCCC1 (6-Chloro-N-(3-chloro-4-methoxy-phenyl)-N′-cycloheptyl-[1,3,5]triazine-2,4-diamine). Reaction SMILES: [Cl:1][C:2]1[CH:3]=[C:4]([NH:10][C:11]2[N:16]=[C:15](Cl)[N:14]=[C:13]([Cl:18])[N:12]=2)[CH:5]=[CH:6][C:7]=1[O:8][CH3:9].N1C(Cl)=NC(Cl)=NC=1Cl.ClC1C=C(C=CC=1OC)N.[CH:38]1([NH2:45])[CH2:44][CH2:43][CH2:42][CH2:41][CH2:40][CH2:39]1.[OH-].[Na+]>CC(C)=O>[Cl:18][C:13]1[N:12]=[C:11]([NH:10][C:4]2[CH:5]=[CH:6][C:7]([O:8][CH3:9])=[C:2]([Cl:1])[CH:3]=2)[N:16]=[C:15]([NH:45][CH:38]2[CH2:44][CH2:43][CH2:42][CH2:41][CH2:40][CH2:39]2)[N:14]=1 |f:4.5|. Procedure details: Among the bases and solvents screened, sodium acetate (NaOAc) and 1,4-dioxane showed consistently good results for a 1 kg preparation. This scheme involves the preparation of compound 101 by reaction of cyanuric chloride with 3-chloro-4-methoxyaniline in acetone at 0–5° C. in the absence of base, which is then made to react with cycloheptylamine in presence of NaOH under reflux to give compound 133. This compound 133 was reacted with 1-methyl-(4-methylamino)piperidine using NaOAc in 1,4-dioxane ... Reactants: C(C(=C)C)(=O)OCCCCO (4-methacryloyloxybutan-1-ol), P(=O)(O)(O)OCCCCCCOC(C(=C)C)=O (6-Methacryloyloxyhexyl dihydrogenphosphate), P(=O)(O)(O)OCCCCCCOC(C(=C)C)=O (6-Methacryloyloxyhexyl dihydrogenphosphate), ester, Amine. Yields the product P(=O)(O)(O)OCCCCOC(C(=C)C)=O (4-methacryloyloxybutyl dihydrogenphosphate). RXN SMILES: [C:1]([O:6][CH2:7][CH2:8][CH2:9][CH2:10][OH:11])(=[O:5])[C:2]([CH3:4])=[CH2:3].[P:12](OCCCCCCOC(=O)C(C)=C)([OH:15])([OH:14])=[O:13]>>[P:12]([O:11][CH2:10][CH2:9][CH2:8][CH2:7][O:6][C:1](=[O:5])[C:2]([CH3:4])=[CH2:3])([OH:15])([OH:14])=[O:13]. Procedure details: The same procedures as in Example 4-1 were carried out except for using 4-methacryloyloxybutan-1-ol (47.4 g, 0.30 mole) as a starting material (ester compound) for First Dropping Step of Amine of item (2) of Example 4-1, and the reactions were carried out with the same molar ratios and procedures on and after item (2) of Example 4-1, to give 4-methacryloyloxybutyl dihydrogenphosphate (Compound 1e). The light transmittance and the electric conductivity of the resulting phosphate monomer, and the ... Starting materials: ClC1=CC=C(C=C1)C=1N=C(OC1CCCOC1=C(C=CC=C1)C)N1C(=NC=C1)C (4-(4-chlorophenyl)-2-(2-methyl-1-imidazolyl)-5-(3-(2-methylphenoxy)propyl)oxazole), Cl (hydrochloric acid). Run in CC(=O)C (acetone). Product: Cl.ClC1=CC=C(C=C1)C=1N=C(OC1CCCOC1=C(C=CC=C1)C)N1C(=NC=C1)C (4-(4-Chlorophenyl)-2-(2-methyl-1-imidazolyl)-5-(3-(2-methylphenoxy)propyl)oxazole Hydrochloride). Reaction SMILES: [Cl:1][C:2]1[CH:7]=[CH:6][C:5]([C:8]2[N:9]=[C:10]([N:24]3[CH:28]=[CH:27][N:26]=[C:25]3[CH3:29])[O:11][C:12]=2[CH2:13][CH2:14][CH2:15][O:16][C:17]2[CH:22]=[CH:21][CH:20]=[CH:19][C:18]=2[CH3:23])=[CH:4][CH:3]=1.Cl>CC(C)=O>[ClH:1].[Cl:1][C:2]1[CH:3]=[CH:4][C:5]([C:8]2[N:9]=[C:10]([N:24]3[CH:28]=[CH:27][N:26]=[C:25]3[CH3:29])[O:11][C:12]=2[CH2:13][CH2:14][CH2:15][O:16][C:17]2[CH:22]=[CH:21][CH:20]=[CH:19][C:18]=2[CH3:23])=[CH:6][CH:7]=1 |f:3.4|. Procedure: To a mixture of 4-(4-chlorophenyl)-2-(2-methyl-1-imidazolyl)-5-(3-(2-methylphenoxy)propyl)oxazole (1.0 g) and acetone (10 ml) was added conc. hydrochloric acid (0.3 ml) and the mixture was stood at room temperature. The precipitated crystals were collected by filtration (0.97 g). Recrystallization from ethanol gave the title compound. Reactants: [S-]C#N.[NH4+] (Ammonium thiocyanate), C(C1=CC=CC=C1)(=O)Cl (benzoylchloride). Solvent: CC(=O)C (acetone). Run at time 2 minute. Product: C(C1=CC=CC=C1)(=O)N=C=S (benzoylisothiocyanate). RXN SMILES: [S-:1][C:2]#[N:3].[NH4+].[C:5](Cl)(=[O:12])[C:6]1[CH:11]=[CH:10][CH:9]=[CH:8][CH:7]=1>CC(C)=O>[C:5]([N:3]=[C:2]=[S:1])(=[O:12])[C:6]1[CH:11]=[CH:10][CH:9]=[CH:8][CH:7]=1 |f:0.1|. Procedure: Ammonium thiocyanate (12.35 g) was dissolved in acetone (AR grade, 120 ml) and benzoylchloride (17.3 ml) was added dropwise with stirring over 2 mins. The temperature rose from 22° C. to 38° C. over the addition and a white precipitate formed. The reaction was stirred at room temperature for a further 75 mins and then filtered, and washed with acetone (20 ml) to give a solution of benzoylisothiocyanate. This was added dropwise with stirring to the amine solution, over 40 mins. The temperature ro... The reactants are IC (Iodomethane), O (Water), ice water, FC1(CC(CCN(C1)C1=C(C=NN1C)[N+](=O)[O-])NC(OC(C)(C)C)=O)F (tert-butyl 6,6-difluoro-1-(1-methyl-4-nitro-1H-pyrazol-5-yl)azepan-4-ylcarbamate), C[Si]([N-][Si](C)(C)C)(C)C.[Li+] (lithium hexamethyldisilazide). Solvent: C1CCOC1 (THF). Conditions: time 30 minute. Yields the product FC1(CC(CCN(C1)C1=C(C=NN1C)[N+](=O)[O-])N(C(OC(C)(C)C)=O)C)F (tert-butyl 6,6-difluoro-1-(1-methyl-4-nitro-1H-pyrazol-5-yl)azepan-4-yl(methyl)carbamate). Yield: 90.6%. As a reaction SMILES: [F:1][C:2]1([F:26])[CH2:8][N:7]([C:9]2[N:13]([CH3:14])[N:12]=[CH:11][C:10]=2[N+:15]([O-:17])=[O:16])[CH2:6][CH2:5][CH:4]([NH:18][C:19](=[O:25])[O:20][C:21]([CH3:24])([CH3:23])[CH3:22])[CH2:3]1.[CH3:27][Si](C)(C)[N-][Si](C)(C)C.[Li+].IC.O>C1COCC1>[F:26][C:2]1([F:1])[CH2:8][N:7]([C:9]2[N:13]([CH3:14])[N:12]=[CH:11][C:10]=2[N+:15]([O-:17])=[O:16])[CH2:6][CH2:5][CH:4]([N:18]([CH3:27])[C:19](=[O:25])[O:20][C:21]([CH3:23])([CH3:22])[CH3:24])[CH2:3]1 |f:1.2|. Reported procedure: To a cooled (ice-water bath) solution of tert-butyl 6,6-difluoro-1-(1-methyl-4-nitro-1H-pyrazol-5-yl)azepan-4-ylcarbamate (190 mg, 0.51 mmol) in THF (10 mL) was added lithium hexamethyldisilazide (1M in THF, 0.8 mL, 0.8 mmol) and the mixture stirred for 30 min. Iodomethane (0.06 mL, 1.02 mmol) was added and the mixture stirred at room temperature for 16 hr. Water (2 mL) was added and the mixture extracted with EtOAc (30 mL). The organic layer was separated, dried over Na2SO4 and the solvent remo... Starting materials: CC1(C)OC(C)(C)c2c1sc(NC(=O)c1c(F)cccc1C(F)(F)F)c2C(=O)O, NCC1CCCO1. The product is CC1(C)OC(C)(C)c2c1sc(NC(=O)c1c(F)cccc1C(F)(F)F)c2C(=O)NCC1CCCO1. RXN SMILES: [F:1][c:2]1[c:3]([C:4](=[O:5])[NH:6][c:7]2[c:8]([C:19](=[O:20])[OH:21])[c:9]3[c:10]([s:18]2)[C:11]([CH3:16])([CH3:17])[O:12][C:13]3([CH3:14])[CH3:15])[c:22]([C:26]([F:27])([F:28])[F:29])[cH:23][cH:24][cH:25]1.[NH2:30][CH2:31][CH:32]1[O:33][CH2:34][CH2:35][CH2:36]1>>[F:1][c:2]1[c:3]([C:4](=[O:5])[NH:6][c:7]2[c:8]([C:19](=[O:21])[NH:30][CH2:31][CH:32]3[O:33][CH2:34][CH2:35][CH2:36]3)[c:9]3[c:10]([s:18]2)[C:11]([CH3:16])([CH3:17])[O:12][C:13]3([CH3:14])[CH3:15])[c:22]([C:26]([F:27])([F:28])[F:29])[cH:23][cH:24][cH:25]1. Starting materials: C(#N)CNC(=O)N (cyanomethylurea), [OH-].[Na+] (sodium hydroxide), CO (methanol). Conditions: temperature 30 celsius, time 3 hour. Yields the product COC(CNC(=O)N)=N ((2-methoxy-2-iminoethyl)urea). Yield: 70.0%. Reaction SMILES: [C:1]([CH2:3][NH:4][C:5]([NH2:7])=[O:6])#[N:2].[OH-:8].[Na+].[CH3:10]O>>[CH3:10][O:8][C:1](=[NH:2])[CH2:3][NH:4][C:5]([NH2:7])=[O:6] |f:1.2|. Procedure details: 100 g of cyanomethylurea is combined with a mixture of 300 ml of methanol and 5 ml of 8N sodium hydroxide solution and stirred for 3 hours at 25°30° C. The mixture is allowed to cool to 20° C., the resultant product is removed by filtration, washed with a small amount of ice-cold methanol, and dried under vacuum, thus obtaining 92.6 g of (2-methoxy-2-iminoethyl)urea (=70% of theory). Reaction SMILES: [C:34](=[O:35])([O-:36])[O-:37].[CH3:41][N:42]([CH3:43])[CH:44]=[O:45].[ClH:40].[F:1][C:2]([F:3])([F:4])[S:5]([O:6][CH2:7][C:8]([C:9]([C:10]([CH:11]([F:12])[F:13])([F:14])[F:15])([F:16])[F:17])([F:18])[F:19])(=[O:20])=[O:21].[F:22][C:23]([CH2:24][CH2:25][S:26](=[O:27])(=[O:28])[CH2:29][C:30]#[N:31])([F:32])[F:33].[K+:38].[K+:39]>>[CH2:7]([C:8]([C:9]([C:10]([CH:11]([F:12])[F:13])([F:14])[F:15])([F:16])[F:17])([F:18])[F:19])[CH:29]([S:26]([CH2:25][CH2:24][C:23]([F:22])([F:32])[F:33])(=[O:27])=[O:28])[C:30]#[N:31]. Reactants: O=C([O-])[O-], CN(C)C=O, Cl, O=S(=O)(OCC(F)(F)C(F)(F)C(F)(F)C(F)F)C(F)(F)F, N#CCS(=O)(=O)CCC(F)(F)F, [K+], [K+]. The product is N#CC(CC(F)(F)C(F)(F)C(F)(F)C(F)F)S(=O)(=O)CCC(F)(F)F. The reactants are C=CCOC(=O)c1c(O)cccc1CC=C, CI, CC(C)=O, [K+], [K+], O=C([O-])[O-]. Product: C=CCOC(=O)c1c(CC=C)cccc1OC. As a reaction SMILES: [CH2:1]([CH:2]=[CH2:3])[c:4]1[cH:5][cH:6][cH:7][c:8]([OH:16])[c:9]1[C:10](=[O:11])[O:12][CH2:13][CH:14]=[CH2:15].[CH3:23][I:24].[CH3:25][C:26](=[O:27])[CH3:28].[K+:17].[K+:18].[O-:19][C:20]([O-:21])=[O:22]>>[CH2:1]([CH:2]=[CH2:3])[c:4]1[cH:5][cH:6][cH:7][c:8]([O:16][CH3:20])[c:9]1[C:10](=[O:11])[O:12][CH2:13][CH:14]=[CH2:15]. The reactants are CC1(OCCO1)CCCCN1N=C(C=C1)N (1-[4-(2-methyl-[1,3]dioxolan-2-yl)-butyl]-1H-pyrazol-3-ylamine), CC=1OC(=C(N1)C(=O)O)C=1C=C(C=CC1)C (2-methyl-5-m-tolyl-oxazole-4-carboxylic acid). Product: O=C(CCCCN1N=C(C=C1)NC(=O)C=1N=C(OC1C=1C=C(C=CC1)C)C)C (2-Methyl-5-m-tolyl-oxazole-4-carboxylic acid [1-(5-oxo-hexyl)-1H-pyrazol-3-yl]-amide). Reaction SMILES: [CH3:1][C:2]1([CH2:7][CH2:8][CH2:9][CH2:10][N:11]2[CH:15]=[CH:14][C:13]([NH2:16])=[N:12]2)[O:6]CCO1.[CH3:17][C:18]1[O:19][C:20]([C:26]2[CH:27]=[C:28]([CH3:32])[CH:29]=[CH:30][CH:31]=2)=[C:21]([C:23](O)=[O:24])[N:22]=1>>[O:6]=[C:2]([CH3:1])[CH2:7][CH2:8][CH2:9][CH2:10][N:11]1[CH:15]=[CH:14][C:13]([NH:16][C:23]([C:21]2[N:22]=[C:18]([CH3:17])[O:19][C:20]=2[C:26]2[CH:27]=[C:28]([CH3:32])[CH:29]=[CH:30][CH:31]=2)=[O:24])=[N:12]1. Reported procedure: Following general procedure B followed by either C or D, starting from 1-[4-(2-methyl-[1,3]dioxolan-2-yl)-butyl]-1H-pyrazol-3-ylamine and 2-methyl-5-m-tolyl-oxazole-4-carboxylic acid.